Dataset: the Open Reaction Database (ORD), a public repository of structured organic reaction records. Task: describe an organic reaction: reactants, conditions, products, and yield The reactants are CCOC(=O)CCCCN1C(=O)C(C)(C)c2cc(N)c([N+](=O)[O-])cc21, O=C(Cl)CCc1ccccc1. The product is CCOC(=O)CCCCN1C(=O)C(C)(C)c2cc(NC(=O)CCc3ccccc3)c([N+](=O)[O-])cc21. RXN SMILES: [CH2:1]([CH3:2])[O:3][C:4]([CH2:5][CH2:6][CH2:7][CH2:8][N:9]1[C:10](=[O:24])[C:11]([CH3:22])([CH3:23])[c:12]2[cH:13][c:14]([NH2:21])[c:15]([N+:18](=[O:19])[O-:20])[cH:16][c:17]21)=[O:25].[c:26]1([CH2:32][CH2:33][C:34](=[O:35])[Cl:36])[cH:27][cH:28][cH:29][cH:30][cH:31]1>>[CH2:1]([CH3:2])[O:3][C:4]([CH2:5][CH2:6][CH2:7][CH2:8][N:9]1[C:10](=[O:24])[C:11]([CH3:22])([CH3:23])[c:12]2[cH:13][c:14]([NH:21][C:34]([CH2:33][CH2:32][c:26]3[cH:27][cH:28][cH:29][cH:30][cH:31]3)=[O:35])[c:15]([N+:18](=[O:19])[O-:20])[cH:16][c:17]21)=[O:25]. The reactants are CC(=O)O, Cn1nnc(-c2cccc(C=O)c2)n1, CO, Nc1n[nH]c2ncnc(Nc3cccc(Cl)c3)c12. The product is Cn1nnc(-c2cccc(C=Nc3n[nH]c4ncnc(Nc5cccc(Cl)c5)c34)c2)n1. As a reaction SMILES: [CH3:19][C:20](=[O:21])[OH:22].[CH3:23][n:24]1[n:25][c:26](-[c:29]2[cH:30][c:31]([CH:32]=[O:33])[cH:34][cH:35][cH:36]2)[n:27][n:28]1.[CH3:37][OH:38].[NH2:1][c:2]1[n:3][nH:4][c:5]2[n:6][cH:7][n:8][c:9]([NH:11][c:12]3[cH:13][c:14]([Cl:18])[cH:15][cH:16][cH:17]3)[c:10]12>>[N:1]([c:2]1[n:3][nH:4][c:5]2[n:6][cH:7][n:8][c:9]([NH:11][c:12]3[cH:13][c:14]([Cl:18])[cH:15][cH:16][cH:17]3)[c:10]12)=[CH:32][c:31]1[cH:30][c:29](-[c:26]2[n:25][n:24]([CH3:23])[n:28][n:27]2)[cH:36][cH:35][cH:34]1. Reactants: CC1(C)C2CCC1(CS(=O)(=O)O)C(=O)C2, O=C([O-])O, Cc1ccccc1, O=Cc1ccc2oc(C(=O)c3ccc(F)cc3)cc2c1, [Na+], OCCO. The product is O=C(c1ccc(F)cc1)c1cc2cc(C3OCCO3)ccc2o1. As a reaction SMILES: [C:25]12([CH2:26][S:27]([OH:28])(=[O:29])=[O:30])[C:31]([CH3:32])([CH3:33])[CH:34]([CH2:35][CH2:36]1)[CH2:37][C:38]2=[O:39].[C:40](=[O:41])([OH:42])[O-:43].[CH3:45][c:46]1[cH:47][cH:48][cH:49][cH:50][cH:51]1.[F:1][c:2]1[cH:3][cH:4][c:5]([C:6](=[O:7])[c:8]2[o:9][c:10]3[c:11]([cH:12]2)[cH:13][c:14]([CH:17]=[O:18])[cH:15][cH:16]3)[cH:19][cH:20]1.[Na+:44].[OH:21][CH2:22][CH2:23][OH:24]>>[F:1][c:2]1[cH:3][cH:4][c:5]([C:6](=[O:7])[c:8]2[o:9][c:10]3[c:11]([cH:12]2)[cH:13][c:14]([CH:17]2[O:18][CH2:23][CH2:22][O:21]2)[cH:15][cH:16]3)[cH:19][cH:20]1.